Task: describe an organic reaction: reactants, conditions, products, and yield. Dataset: the Open Reaction Database (ORD), a public repository of structured organic reaction records The reactants are Cc1csc2ncc(C(=O)O)n12, NCC1CC2CC2N1C(=O)c1nc(N)sc1-c1cccc(F)c1. Product: Cc1csc2ncc(C(=O)NCC3CC4CC4N3C(=O)c3nc(N)sc3-c3cccc(F)c3)n12. RXN SMILES: [CH3:24][c:25]1[n:26]2[c:27]([s:28][cH:29]1)[n:30][cH:31][c:32]2[C:33](=[O:34])[OH:35].[NH2:1][c:2]1[s:3][c:4](-[c:17]2[cH:18][c:19]([F:23])[cH:20][cH:21][cH:22]2)[c:5]([C:7](=[O:8])[N:9]2[CH:10]3[CH2:11][CH:12]3[CH2:13][CH:14]2[CH2:15][NH2:16])[n:6]1>>[NH2:1][c:2]1[s:3][c:4](-[c:17]2[cH:18][c:19]([F:23])[cH:20][cH:21][cH:22]2)[c:5]([C:7](=[O:8])[N:9]2[CH:10]3[CH2:11][CH:12]3[CH2:13][CH:14]2[CH2:15][NH:16][C:33]([c:32]2[n:26]3[c:25]([CH3:24])[cH:29][s:28][c:27]3[n:30][cH:31]2)=[O:34])[n:6]1. Starting materials: C(C)(=O)C1=CC=CC=C1 (Acetophenone), C[Si](C)(C)[N-][Si](C)(C)C.[Li+] (lithium bis(trimethylsilyl)amide), C(C(C)C)=O (isobutyraldehyde). Solvent: C1CCOC1 (THF). Conditions: time 30 minute. Product: OC(CC(=O)C1=CC=CC=C1)C(C)C (3-hydroxy-4-methyl-1-phenyl-1-pentanone). Yield: 50.0%. Reaction SMILES: [C:1]([C:4]1[CH:9]=[CH:8][CH:7]=[CH:6][CH:5]=1)(=[O:3])[CH3:2].C[Si]([N-][Si](C)(C)C)(C)C.[Li+].[CH:20](=[O:24])[CH:21]([CH3:23])[CH3:22]>C1COCC1>[OH:24][CH:20]([CH:21]([CH3:23])[CH3:22])[CH2:2][C:1]([C:4]1[CH:9]=[CH:8][CH:7]=[CH:6][CH:5]=1)=[O:3] |f:1.2|. Procedure details: Acetophenone (11.433 gm, 95 mmol) was added dropwise over a five minute period to a solution of lithium bis(trimethylsilyl)amide (1.0M in THF, 100 ml, 100 mmol) in THF (50 ml) kept at -78° C. After 30 minutes, isobutyraldehyde (6.87 gm, 95 mmol) was added dropwise and stirring was continued for an additional hour. The mixture was quenched with saturated NH4Cl (100 ml), warmed to room temperature, diluted with H2O and extracted 2× with Et2O. The combined Et2O extracts were washed with brine, drie... The reactants are ClCCl, CCOC(=O)c1cccc2nc(CO)n(Cc3ccc(-c4ccccc4-c4nnn[nH]4)cc3)c12, O=S(Cl)Cl. The product is CCOC(=O)c1cccc2nc(CCl)n(Cc3ccc(-c4ccccc4-c4nnn[nH]4)cc3)c12. Reaction SMILES: [Cl:39][CH2:40][Cl:41].[OH:1][CH2:2][c:3]1[n:4][c:5]2[c:6]([n:7]1[CH2:8][c:9]1[cH:10][cH:11][c:12](-[c:15]3[c:16](-[c:21]4[n:22][n:23][n:24][nH:25]4)[cH:17][cH:18][cH:19][cH:20]3)[cH:13][cH:14]1)[c:26]([C:30](=[O:31])[O:32][CH2:33][CH3:34])[cH:27][cH:28][cH:29]2.[S:35]([Cl:36])([Cl:37])=[O:38]>>[CH2:2]([c:3]1[n:4][c:5]2[c:6]([n:7]1[CH2:8][c:9]1[cH:10][cH:11][c:12](-[c:15]3[c:16](-[c:21]4[n:22][n:23][n:24][nH:25]4)[cH:17][cH:18][cH:19][cH:20]3)[cH:13][cH:14]1)[c:26]([C:30](=[O:31])[O:32][CH2:33][CH3:34])[cH:27][cH:28][cH:29]2)[Cl:37]. Starting materials: FC1=CC=C(C=C1)[N+](=O)[O-] (1-fluoro-4-nitrobenzene), SC=1N(C=CN1)C (2-mercapto-1-methylimidazole), C([O-])([O-])=O.[K+].[K+] (potassium carbonate), CN(C)C=O (DMF). Run in O (water). Product: CN1C(=NC=C1)SC1=CC=C(C=C1)[N+](=O)[O-] (1-methyl-2-[(4-nitrophenyl)thio]imidazole). Yield: 87.6%. Reaction SMILES: F[C:2]1[CH:7]=[CH:6][C:5]([N+:8]([O-:10])=[O:9])=[CH:4][CH:3]=1.[SH:11][C:12]1[N:13]([CH3:17])[CH:14]=[CH:15][N:16]=1.C(=O)([O-])[O-].[K+].[K+].CN(C=O)C>O>[CH3:17][N:13]1[CH:14]=[CH:15][N:16]=[C:12]1[S:11][C:2]1[CH:7]=[CH:6][C:5]([N+:8]([O-:10])=[O:9])=[CH:4][CH:3]=1 |f:2.3.4|. Procedure: 1-fluoro-4-nitrobenzene (5.0 g), 2-mercapto-1-methylimidazole (4.04 g) and potassium carbonate (14.7 g) were added to. DMF (100 ml), and the mixture was stirred for 2 hours under argon atmosphere at 130° C. After the mixture was allowed to be at room temperature, water was added to the mixture, and the mixture was extracted with ethyl acetate. The organic layer was washed with water three times, further washed with saturated brine, and dried over magnesium sulfate. The solvent was distilled off ... Yields the product NC1=C(C=CC=C1)NC1=C(C=C(C=C1)Br)C (N-(2-aminophenyl)-4-bromo-2-methyl-aniline). Procedure: A suspension of 5.34 g (17.4 mmol) of N-(2-nitrophenyl)-4-bromo-2-methyl-aniline and 1.7 g of platinum on charcoal is stirred in 100 ml of dichloromethane and 100 ml of methanol at a hydrogen pressure of 3 bar for 1 hour. Then the catalyst is filtered off and the filtrate is evaporated down. The reactants are CO (methanol), [H][H] (hydrogen), [N+](=O)([O-])C1=C(C=CC=C1)NC1=C(C=C(C=C1)Br)C (N-(2-nitrophenyl)-4-bromo-2-methyl-aniline). As a reaction SMILES: [N+:1]([C:4]1[CH:9]=[CH:8][CH:7]=[CH:6][C:5]=1[NH:10][C:11]1[CH:16]=[CH:15][C:14]([Br:17])=[CH:13][C:12]=1[CH3:18])([O-])=O.CO.[H][H]>[Pt].ClCCl>[NH2:1][C:4]1[CH:9]=[CH:8][CH:7]=[CH:6][C:5]=1[NH:10][C:11]1[CH:16]=[CH:15][C:14]([Br:17])=[CH:13][C:12]=1[CH3:18]. The reagents and catalysts are [Pt] (platinum on charcoal). Run in ClCCl (dichloromethane). Starting materials: C(C1=CC=CC=C1)N1N=C(C(C(=C1)OC)=O)Cl (1-Benzyl-3-chloro-5-methoxypyridazin-4(1H)-one), C1(=CC=CC=C1)N1N=CC=C1B1OC(C(O1)(C)C)(C)C (1-phenyl-5-(4,4,5,5-tetramethyl-1,3,2-dioxaborolan-2-yl)-1H-pyrazole), C([O-])([O-])=O.[K+].[K+] (potassium carbonate). Reagents/catalysts: CC(C)(C)P(C1=CC=C(C=C1)N(C)C)C(C)(C)C.CC(C)(C)P(C1=CC=C(C=C1)N(C)C)C(C)(C)C.Cl[Pd]Cl (bis(di-tert-butyl(4-dimethylaminophenyl)phosphine)dichloropalladium(II)). Solvent: C1(=CC=CC=C1)C (toluene), O (water), O (water), C(O)([O-])=O.[Na+] (sodium hydrogen carbonate). Product: C(C1=CC=CC=C1)N1N=C(C(C(=C1)OC)=O)C1=CC=NN1C1=CC=CC=C1 (1-benzyl-5-methoxy-3-(1-phenyl-1H-pyrazol-5-yl)pyridazin-4(1H)-one). The yield is 77.7%. RXN SMILES: [CH2:1]([N:8]1[CH:13]=[C:12]([O:14][CH3:15])[C:11](=[O:16])[C:10](Cl)=[N:9]1)[C:2]1[CH:7]=[CH:6][CH:5]=[CH:4][CH:3]=1.[C:18]1([N:24]2[C:28](B3OC(C)(C)C(C)(C)O3)=[CH:27][CH:26]=[N:25]2)[CH:23]=[CH:22][CH:21]=[CH:20][CH:19]=1.C(=O)([O-])[O-].[K+].[K+]>C1(C)C=CC=CC=1.O.C(=O)([O-])O.[Na+].CC(P(C(C)(C)C)C1C=CC(N(C)C)=CC=1)(C)C.CC(P(C(C)(C)C)C1C=CC(N(C)C)=CC=1)(C)C.Cl[Pd]Cl>[CH2:1]([N:8]1[CH:13]=[C:12]([O:14][CH3:15])[C:11](=[O:16])[C:10]([C:28]2[N:24]([C:18]3[CH:19]=[CH:20][CH:21]=[CH:22][CH:23]=3)[N:25]=[CH:26][CH:27]=2)=[N:9]1)[C:2]1[CH:7]=[CH:6][CH:5]=[CH:4][CH:3]=1 |f:2.3.4,7.8,9.10.11|. Procedure details: 1-Benzyl-3-chloro-5-methoxypyridazin-4(1H)-one (13.6 g), 1-phenyl-5-(4,4,5,5-tetramethyl-1,3,2-dioxaborolan-2-yl)-1H-pyrazole (22.0 g), potassium carbonate (51.0 g) and bis(di-tert-butyl(4-dimethylaminophenyl)phosphine)dichloropalladium(II) (1.92 g) were suspended in toluene (330 mL) and water (33.0 mL), and the mixture was heated under reflux under a nitrogen atmosphere for 24 hr. The reaction mixture was cooled to room temperature, diluted with water and saturated aqueous sodium hydrogen carbo... Reactants: 10.8, COC=1C=NNC1 (4-methoxypyrazole), [OH-].[Na+] (sodium hydroxide), O (water), 24.6, ClCC(=O)N(C1=C(C=CC=C1C)C)CCl (2-chloro-N-chloromethyl-2',6'-dimethylacetanilide). Reagents/catalysts: [Br-].C(C1=CC=CC=C1)[N+](CC)(CC)CC (benzyltriethylammonium bromide). Solvent: C1(=CC=CC=C1)C (toluene). Run at time 3 hour. Product: 28.1, ClCC(=O)N(C1=C(C=CC=C1C)C)CN1N=CC(=C1)OC (2-chloro-2',6'-dimethyl-N-(4-methoxypyrazol-1-yl-methyl)acetanilide). As a reaction SMILES: [CH3:1][O:2][C:3]1[CH:4]=[N:5][NH:6][CH:7]=1.[OH-].[Na+].O.[Cl:11][CH2:12][C:13]([N:15]([CH2:24]Cl)[C:16]1[C:21]([CH3:22])=[CH:20][CH:19]=[CH:18][C:17]=1[CH3:23])=[O:14]>[Br-].C([N+](CC)(CC)CC)C1C=CC=CC=1.C1(C)C=CC=CC=1>[Cl:11][CH2:12][C:13]([N:15]([CH2:24][N:5]1[CH:4]=[C:3]([O:2][CH3:1])[CH:7]=[N:6]1)[C:16]1[C:21]([CH3:22])=[CH:20][CH:19]=[CH:18][C:17]=1[CH3:23])=[O:14] |f:1.2,5.6|. Procedure details: A solution of 10.8 parts by weight of 4-methoxypyrazole and 4.0 parts by weight of sodium hydroxide in 20 parts by volume of water was added dropwise at 10°-15° C., with vigorous stirring, to a solution of 24.6 parts by weight of 2-chloro-N-chloromethyl-2',6'-dimethylacetanilide and one part by weight of benzyltriethylammonium bromide in 70 parts by volume of toluene and the stirring was continued for 3 hours. The organic phase was washed with three times 40 parts by volume of water, dried over ... Reactants: ClCCCl, O=C(O)c1ccc(Cc2cn(-c3ccc(OC(F)(F)F)cc3)nc2C2CCCCC2)cc1, CCN(C(C)C)C(C)C, Nc1nnn[nH]1, CN(C)C=O, O, O, On1nnc2ccccc21. Product: O=C(Nc1nnn[nH]1)c1ccc(Cc2cn(-c3ccc(OC(F)(F)F)cc3)nc2C2CCCCC2)cc1. Reaction SMILES: [CH2:65]([Cl:66])[CH2:67][Cl:68].[CH:1]1([c:7]2[n:8][n:9](-[c:22]3[cH:23][cH:24][c:25]([O:28][C:29]([F:30])([F:31])[F:32])[cH:26][cH:27]3)[cH:10][c:11]2[CH2:12][c:13]2[cH:14][cH:15][c:16]([C:17](=[O:18])[OH:19])[cH:20][cH:21]2)[CH2:2][CH2:3][CH2:4][CH2:5][CH2:6]1.[CH:50]([N:51]([CH2:52][CH3:53])[CH:54]([CH3:55])[CH3:56])([CH3:57])[CH3:58].[NH2:44][c:45]1[n:46][n:47][n:48][nH:49]1.[O:59]=[CH:60][N:61]([CH3:62])[CH3:63].[OH2:43].[OH2:64].[OH:33][n:34]1[c:35]2[c:36]([cH:37][cH:38][cH:39][cH:40]2)[n:41][n:42]1>>[CH:1]1([c:7]2[n:8][n:9](-[c:22]3[cH:23][cH:24][c:25]([O:28][C:29]([F:30])([F:31])[F:32])[cH:26][cH:27]3)[cH:10][c:11]2[CH2:12][c:13]2[cH:14][cH:15][c:16]([C:17](=[O:18])[NH:44][c:45]3[n:46][n:47][n:48][nH:49]3)[cH:20][cH:21]2)[CH2:2][CH2:3][CH2:4][CH2:5][CH2:6]1. Starting materials: Brc1ccnc2[nH]ccc12, C[Si](C)(C)CCOCCl, COC(C)(C)C, [H-], [Na+], CN(C)C=O. Yields the product C[Si](C)(C)CCOCn1ccc2c(Br)ccnc21. Reaction SMILES: [Br:1][c:2]1[c:3]2[c:4]([n:5][cH:6][cH:7]1)[nH:8][cH:9][cH:10]2.[CH3:11][Si:12]([CH2:13][CH2:14][O:15][CH2:16][Cl:17])([CH3:18])[CH3:19].[CH3:27][O:28][C:29]([CH3:30])([CH3:31])[CH3:32].[H-:25].[Na+:26].[O:20]=[CH:21][N:22]([CH3:23])[CH3:24]>>[Br:1][c:2]1[c:3]2[c:4]([n:5][cH:6][cH:7]1)[n:8]([CH2:16][O:15][CH2:14][CH2:13][Si:12]([CH3:11])([CH3:18])[CH3:19])[cH:9][cH:10]2.